From a dataset of the Open Reaction Database (ORD), a public repository of structured organic reaction records. describe an organic reaction: reactants, conditions, products, and yield The reactants are O1C(COC2=CC=C(C=C2)CCC(=O)OCCC)C1 (n-propyl 3-[4-(2,3-epoxypropoxy)phenyl]propionate), C(C)(C)N (isopropylamine), Cl (HCl). The solvent is C(CC)O (n-propanol), C(CC)O (n-propanol). Yields the product Cl.OC(COC1=CC=C(C=C1)CCC(=O)OCCC)CNC(C)C (n-Propyl 3-[4-[2-Hydroxy-3-(isopropylamino)propoxy]phenyl]propionate Hydrochloride). Yield: 56.0%. As a reaction SMILES: [O:1]1[CH2:19][CH:2]1[CH2:3][O:4][C:5]1[CH:10]=[CH:9][C:8]([CH2:11][CH2:12][C:13]([O:15][CH2:16][CH2:17][CH3:18])=[O:14])=[CH:7][CH:6]=1.[ClH:20].[CH:21]([NH2:24])([CH3:23])[CH3:22]>C(O)CC>[ClH:20].[OH:1][CH:2]([CH2:19][NH:24][CH:21]([CH3:23])[CH3:22])[CH2:3][O:4][C:5]1[CH:10]=[CH:9][C:8]([CH2:11][CH2:12][C:13]([O:15][CH2:16][CH2:17][CH3:18])=[O:14])=[CH:7][CH:6]=1 |f:4.5|. Procedure details: A solution of 1.5 g (0.006 mole) of n-propyl 3-[4-(2,3-epoxypropoxy)phenyl]propionate in 10 mL of isopropylamine and 20 mL of n-propanol was heated to reflux for 4 hours. The reaction medium was then evaporated under reduced pressure to provide the crude free amine as an oil. The oil was dissolved in n-propanol and treated with ethereal HCl and provided 1.2 g (56%) of white crystals: mp 88°-92° C. The NMR spectrum of the product was consistent with the assigned structure and the elemental analys... Starting materials: COC([C@H](CC(C)C)NC(=O)C1=CC(=NO1)C1=CC=C(C=C1)NC(=O)NC1=CC=C(C=C1)F)=O ((S)-2-[(3-{4-[3-(4-Fluoro-phenyl)-ureido]-phenyl}-isoxazole-5-carbonyl)-amino]-4-methyl-pentanoic acid methyl ester), [K+].[Br-] (KBr). Yields the product FC1=CC=C(C=C1)NC(NC1=CC=C(C=C1)C1=NOC(=C1)C(=O)N[C@H](C(=O)O)CC(C)C)=O ((S)-2-[(3-{4-[3-(4-Fluoro-phenyl)-ureido]-phenyl}-isoxazole-5-carbonyl)-amino]-4-methyl-pentanoic acid). Isolated yield 58.0%. RXN SMILES: C[O:2][C:3](=[O:34])[C@@H:4]([NH:9][C:10]([C:12]1[O:16][N:15]=[C:14]([C:17]2[CH:22]=[CH:21][C:20]([NH:23][C:24]([NH:26][C:27]3[CH:32]=[CH:31][C:30]([F:33])=[CH:29][CH:28]=3)=[O:25])=[CH:19][CH:18]=2)[CH:13]=1)=[O:11])[CH2:5][CH:6]([CH3:8])[CH3:7].[K+].[Br-]>>[F:33][C:30]1[CH:29]=[CH:28][C:27]([NH:26][C:24](=[O:25])[NH:23][C:20]2[CH:19]=[CH:18][C:17]([C:14]3[CH:13]=[C:12]([C:10]([NH:9][C@@H:4]([CH2:5][CH:6]([CH3:7])[CH3:8])[C:3]([OH:34])=[O:2])=[O:11])[O:16][N:15]=3)=[CH:22][CH:21]=2)=[CH:32][CH:31]=1 |f:1.2|. Reported procedure: The title compound was prepared from (S)-2-[(3-{4-[3-(4-Fluoro-phenyl)-ureido]-phenyl}-isoxazole-5-carbonyl)-amino]-4-methyl-pentanoic acid methyl ester using the procedure as set forth in Example 8 and was obtained in 58% yield. Mass (ES+): 455 (M++1); IR (KBr): 3336 (br), 2962, 1724, 1664 (br), 1600, 1543 (br), 1510 (br); 1H NMR (DMSO-d6) δ: 0.87, 0.91 (2×d, 6H), 1.57-1.68 (m, 2H), 1.74-1.82 (m, 1H), 4.41 (m, 1H), 7.12 (t, 2H), 7.46 (m, 2H), 7.59 (d, 2H), 7.61 (s, 1H), 7.82 (d, 2H), 8.80 (s, 1... Starting materials: COC(=O)C1=NC=C(N=C1)C=O (5-formyl-pyrazine-2-carboxylic acid methyl ester), C(CO)O (ethylene glycol), O.C1(=CC=C(C=C1)S(=O)(=O)O)C (p-toluenesulfonic acid monohydrate). Solvent: C1=CC=CC=C1 (benzene), C1=CC=CC=C1 (benzene). Product: COC(=O)C1=NC=CN=C1C1OCCO1 (1,3dioxolan-2-yl-pyrazine-2-carboxylic acid methyl ester). Yield: 757.6%. As a reaction SMILES: [CH3:1][O:2][C:3]([C:5]1[CH:10]=[N:9][C:8](C=O)=[CH:7][N:6]=1)=[O:4].[CH2:13]([OH:16])[CH2:14][OH:15].O.[C:18]1(C)C=CC(S(O)(=O)=O)=CC=1>C1C=CC=CC=1>[CH3:1][O:2][C:3]([C:5]1[C:10]([CH:18]2[O:16][CH2:13][CH2:14][O:15]2)=[N:9][CH:8]=[CH:7][N:6]=1)=[O:4] |f:2.3|. Procedure details: A mixture of 5-formyl-pyrazine-2-carboxylic acid methyl ester (325 mg, 1.56 mmol), ethylene glycol (100 μL, 1.79 mmol), and p-toluenesulfonic acid monohydrate (30 mg, 0.157 mmol) in benzene (10 mL) was heated under reflux with a Dean-Stark condenser for 17 h. The mixture was cooled and diluted with benzene (25 mL). The organic layer was washed with a saturated aqueous sodium bicarbonate solution (25 mL) and a saturated aqueous sodium chloride solution (25 mL). Each aqueous wash was back-extracte... Starting materials: C(#N)C=1C=NN(C1C=CC(=O)OC(C)(C)C(=O)OCC)C1=NC=C(C=C1Cl)C(F)(F)F (1,1-dimethylethoxycarbonylmethyl 3-[4-cyano-1-(3-chloro-5-trifluoromethylpyridin-2-yl)-1H-pyrazol-5-yl]acrylate). Solvent: FC(C(=O)O)(F)F (trifluoroacetic acid). The product is C(#N)C=1C=NN(C1C=CC(=O)OCC(=O)O)C1=NC=C(C=C1Cl)C(F)(F)F (carboxymethyl 3-[4-cyano-1-(3-chloro-5-trifluoromethylpyridin-2-yl)-1H-pyrazol-5-yl]acrylate). The yield is 103.4%. As a reaction SMILES: [C:1]([C:3]1[CH:4]=[N:5][N:6]([C:21]2[C:26]([Cl:27])=[CH:25][C:24]([C:28]([F:31])([F:30])[F:29])=[CH:23][N:22]=2)[C:7]=1[CH:8]=[CH:9][C:10]([O:12][C:13]([C:16]([O:18]CC)=[O:17])(C)C)=[O:11])#[N:2]>FC(F)(F)C(O)=O>[C:1]([C:3]1[CH:4]=[N:5][N:6]([C:21]2[C:26]([Cl:27])=[CH:25][C:24]([C:28]([F:29])([F:31])[F:30])=[CH:23][N:22]=2)[C:7]=1[CH:8]=[CH:9][C:10]([O:12][CH2:13][C:16]([OH:18])=[O:17])=[O:11])#[N:2]. Reported procedure: A solution of 0.33 gram (0.0007 mole) of 1,1-dimethylethoxycarbonylmethyl 3-[4-cyano-1-(3-chloro-5-trifluoromethylpyridin-2-yl)-1H-pyrazol-5-yl]acrylate in 1.3 mL of trifluoroacetic acid was stirred at ambient temperature for one hour. After this time, the reaction mixture was concentrated under reduced pressure at a temperature of about 30° to 50° C. The resultant residue was taken up in toluene, and the concentration procedure was repeated. The residue was shaken with diethyl ether and water a... Starting materials: C(=O)O (formic acid), C(C)N(C\C=C/C1=C(C=CC(=C1)F)S(=O)(=O)NC1=C(C=2C=C3N(C2C=C1)CCC3)C(=O)OC)CC (methyl 7-[2-((Z)-3-diethylaminoprop-1-enyl)-4-fluorobenzenesulfonylamino]-2,3-dihydro-1H-pyrrolo[1,2-a]indole-8-carboxylate), C(C)N(C\C=C/C1=C(C=CC(=C1)F)S(=O)(=O)NC1=C(C=2C=C3N(C2C=C1)CCC3)C(=O)OC)CC (methyl 7-[2-((Z)-3-diethylaminoprop-1-enyl)-4-fluorobenzenesulfonylamino]-2,3-dihydro-1H-pyrrolo[1,2-a]indole-8-carboxylate), O.[OH-].[Li+] (lithium hydroxide monohydrate), C(C)O (Ethanol). The solvent is O1CCOCC1 (dioxane), O (water), C1(=CC=CC=C1)C (toluene). The product is C(C)N(C\C=C/C1=C(C=CC(=C1)F)S(=O)(=O)NC1=C(C=2C=C3N(C2C=C1)CCC3)C(=O)O)CC (7-[2-((Z)-3-diethylaminoprop-1-enyl)-4-fluorobenzenesulfonylamino]-2,3-dihydro-1H-pyrrolo[1,2-a]indole-8-carboxylic acid). Isolated yield 43.6%. As a reaction SMILES: [CH2:1]([N:3]([CH2:34][CH3:35])[CH2:4]/[CH:5]=[CH:6]\[C:7]1[CH:12]=[C:11]([F:13])[CH:10]=[CH:9][C:8]=1[S:14]([NH:17][C:18]1[CH:26]=[CH:25][C:24]2[N:23]3[CH2:27][CH2:28][CH2:29][C:22]3=[CH:21][C:20]=2[C:19]=1[C:30]([O:32]C)=[O:31])(=[O:16])=[O:15])[CH3:2].O.[OH-].[Li+].C(O)=O.C(O)C>O1CCOCC1.O.C1(C)C=CC=CC=1>[CH2:34]([N:3]([CH2:1][CH3:2])[CH2:4]/[CH:5]=[CH:6]\[C:7]1[CH:12]=[C:11]([F:13])[CH:10]=[CH:9][C:8]=1[S:14]([NH:17][C:18]1[CH:26]=[CH:25][C:24]2[N:23]3[CH2:27][CH2:28][CH2:29][C:22]3=[CH:21][C:20]=2[C:19]=1[C:30]([OH:32])=[O:31])(=[O:15])=[O:16])[CH3:35] |f:1.2.3|. Reported procedure: A suspension of methyl 7-[2-((Z)-3-diethylaminoprop-1-enyl)-4-fluorobenzenesulfonylamino]-2,3-dihydro-1H-pyrrolo[1,2-a]indole-8-carboxylate (Intermediate 16, 0.092 g) and lithium hydroxide monohydrate (0.077 g) in dioxane (2 mL) and water (0.5 mL) was irradiated in the microwave at 135° C. for 45 minutes. After cooling, the mixture was acidified to pH4 with formic acid. Ethanol and toluene were added and the resultant mixture was concentrated in vacuo. The residue was triturated with methanol in... Starting materials: C(CCC)Br (1-butyl bromide), C1=C(OC=C(C1=O)O)CO (kojic acid), C([O-])([O-])=O.[K+].[K+] (potassium carbonate), [I-].[K+] (potassium iodide). The solvent is CN(C=O)C (dimethylformamide). Reaction conditions: temperature 90 celsius, time 3 hour. The product is C(CCC)OC=1C(C=C(OC1)CO)=O (5-Butyloxy-2-hydroxymethyl-4-pyranone). Reaction SMILES: [CH2:1](Br)[CH2:2][CH2:3][CH3:4].[CH:6]1[C:11](=[O:12])[C:10]([OH:13])=[CH:9][O:8][C:7]=1[CH2:14][OH:15].C(=O)([O-])[O-].[K+].[K+].[I-].[K+]>CN(C)C=O>[CH2:1]([O:13][C:10]1[C:11](=[O:12])[CH:6]=[C:7]([CH2:14][OH:15])[O:8][CH:9]=1)[CH2:2][CH2:3][CH3:4] |f:2.3.4,5.6|. Procedure details: 48.3 g (0.352 mole) 1-butyl bromide are added at ambient temperature, with vigorous stirring, to a mixture of 50 g (0.352 mole) kojic acid, 48.7 g (0.352 mole) potassium carbonate, 1 g potassium iodide and 420 mL anhydrous dimethylformamide. Thereafter, the reaction mixture is stirred for 3 hours at 90° C. After cooling, the solvent is removed under vacuum and the residue is mixed with water and extracted with dichloromethane. The organic phase is separated off and dried, the solvent is evaporat... The reactants are C1(=CC=CC=C1)S(=O)(=O)N1C=C(C=2C1=NC=CC2)C=2C=C(SC2)CNC(=O)C=2C(N(C=CC2)CC2=CC(=C(C=C2)F)F)=O (1-(3,4-Difluoro-benzyl)-2-oxo-1,2-dihydro-pyridine-3-carboxylic acid [4-(1-benzenesulfonyl-1H-pyrrolo[2,3-b]pyridin-3-yl)-thiophen-2-ylmethyl]-amide), C(Cl)Cl (Methylene chloride), C[O-].[Na+] (Sodium methoxide). Run in CO (methanol). Product: N1C=C(C=2C1=NC=CC2)C=2C=C(SC2)CNC(=O)C=2C(N(C=CC2)CC2=CC(=C(C=C2)F)F)=O (1-(3,4-Difluoro-benzyl)-2-oxo-1,2-dihydro-pyridine-3-carboxylic acid [4-(1H-pyrrolo[2,3-b]pyridin-3-yl)-thiophen-2-ylmethyl]-amide). Reaction SMILES: C1(S([N:10]2[C:14]3=[N:15][CH:16]=[CH:17][CH:18]=[C:13]3[C:12]([C:19]3[CH:20]=[C:21]([CH2:24][NH:25][C:26]([C:28]4[C:29](=[O:43])[N:30]([CH2:34][C:35]5[CH:40]=[CH:39][C:38]([F:41])=[C:37]([F:42])[CH:36]=5)[CH:31]=[CH:32][CH:33]=4)=[O:27])[S:22][CH:23]=3)=[CH:11]2)(=O)=O)C=CC=CC=1.C(Cl)Cl.C[O-].[Na+]>CO>[NH:10]1[C:14]2=[N:15][CH:16]=[CH:17][CH:18]=[C:13]2[C:12]([C:19]2[CH:20]=[C:21]([CH2:24][NH:25][C:26]([C:28]3[C:29](=[O:43])[N:30]([CH2:34][C:35]4[CH:40]=[CH:39][C:38]([F:41])=[C:37]([F:42])[CH:36]=4)[CH:31]=[CH:32][CH:33]=3)=[O:27])[S:22][CH:23]=2)=[CH:11]1 |f:2.3|. Procedure: 1-(3,4-Difluoro-benzyl)-2-oxo-1,2-dihydro-pyridine-3-carboxylic acid [4-(1-benzenesulfonyl-1H-pyrrolo[2,3-b]pyridin-3-yl)-thiophen-2-ylmethyl]-amide (0.050 g, 0.000081 mol;) was dissolved in Methylene chloride (3 mL, 0.05 mol;) then 0.5 M of Sodium methoxide in methanol (3 mL) was added and the reaction was heated at 75 C for 1 hour. LC-MS showed the disappearance of starting material and the appearance of product at 1.34 477.10. The reaction was concentrated and dissolved in DMSO and methanol 1... The reactants are 6, Cl (hydrochloric acid), N([C@@H](CCC)C(=O)N[C@@H](CC(C)C)C(=O)N)C(=O)OC(C)(C)C (BOC-Nva-Leu-NH2). The solvent is C(C)(=O)OCC (ethyl acetate), C(C)(=O)OCC (ethyl acetate), CCOCC (ether). Run at time 1 hour. Yields the product N[C@@H](CCC)C(=O)N[C@@H](CC(C)C)C(=O)N.Cl (H-Nva-Leu-NH2.HCl). The yield is 83.0%. RXN SMILES: [NH:1](C(OC(C)(C)C)=O)[C@H:2]([C:6]([NH:8][C@H:9]([C:14]([NH2:16])=[O:15])[CH2:10][CH:11]([CH3:13])[CH3:12])=[O:7])[CH2:3][CH2:4][CH3:5].[ClH:24]>C(OCC)(=O)C.CCOCC>[NH2:1][C@H:2]([C:6]([NH:8][C@H:9]([C:14]([NH2:16])=[O:15])[CH2:10][CH:11]([CH3:13])[CH3:12])=[O:7])[CH2:3][CH2:4][CH3:5].[ClH:24] |f:4.5|. Procedure details: 4.12 g (12.5 mmoles) of BOC-Nva-Leu-NH2 are suspended in 15 ml of ethyl acetate, and 20 ml of a 6 n hydrochloric acid solution in ethyl acetate are added to the suspension. After one hour of standing the reaction mixture is diluted with ether, the separated precipitate is filtered off, and the resulting 3.64 g of crude product is recrystallized from 25 ml of methanol. 2.75 g (83%) of H-Nva-Leu-NH2.HCl are obtained; m.p.: 215°-216° C., Rf5 =0.45, [α]D25 =-3.47° (c=1%, in methanol).